Task: describe an organic reaction: reactants, conditions, products, and yield. Dataset: the Open Reaction Database (ORD), a public repository of structured organic reaction records Starting materials: [N+](=O)([O-])C=1C=NC2=CC=CC=C2C1NCC1(CCC1)O (1-{[(3-nitroquinolin-4-yl)amino]methyl}cyclobutanol). Reagents/catalysts: [OH-].[OH-].[Pd+2] (palladium hydroxide on carbon). Run in CCO (EtOH). Run at time 8 hour. Product: NC=1C=NC2=CC=CC=C2C1NCC1(CCC1)O (1-{[(3-aminoquinolin-4-yl)amino]methyl}cyclobutanol). The yield is 100.7%. Reaction SMILES: [N+:1]([C:4]1[CH:5]=[N:6][C:7]2[C:12]([C:13]=1[NH:14][CH2:15][C:16]1([OH:20])[CH2:19][CH2:18][CH2:17]1)=[CH:11][CH:10]=[CH:9][CH:8]=2)([O-])=O>CCO.[OH-].[OH-].[Pd+2]>[NH2:1][C:4]1[CH:5]=[N:6][C:7]2[C:12]([C:13]=1[NH:14][CH2:15][C:16]1([OH:20])[CH2:19][CH2:18][CH2:17]1)=[CH:11][CH:10]=[CH:9][CH:8]=2 |f:2.3.4|. Procedure: A mixture of 1-{[(3-nitroquinolin-4-yl)amino]methyl}cyclobutanol (6.32 g, 23.1 mmol) and 20% palladium hydroxide on carbon (0.60 g) in EtOH (100 mL) was hydrogenated overnight on a Parr apparatus at 40 psi (2.8×105 Pa). The mixture was filtered through CELITE filter agent, which was rinsed several times with EtOH, and the filtrate was concentrated to provide 1-{[(3-aminoquinolin-4-yl)amino]methyl}cyclobutanol as a pale yellow solid (5.66 g). The solid was concentrated from toluene and chloroform... Reactants: C(C)(=O)[O-].[NH4+] (Ammonium acetate), C(C)(=O)C1=CC=C(C=N1)NC1=NC=C(C(=N1)CCC1=C(C=CC=C1)CC(=O)N)C(F)(F)F (2-(2-(2-(2-((6-acetylpyridin-3-yl)amino)-5-(trifluoromethyl)pyrimidin-4-yl)ethyl)phenyl)acetamide), C(#N)[BH3-].[Na+] (sodium cyanoborohydride), [OH-].[K+] (potassium hydroxide), C(#N)[BH3-].[Na+] (Sodium cyanoborohydride). The solvent is CO (MeOH), C1CCOC1 (THF). Reaction conditions: time 20 minute. Product: NC(C)C1=CC=C(C=N1)NC1=NC=C(C(=N1)CCC1=C(C=CC=C1)CC(=O)N)C(F)(F)F (2-(2-(2-(2-((6-(1-Aminoethyl)pyridin-3-yl)amino)-5-(trifluoromethyl)pyrimidin-4-yl)ethyl)phenyl)acetamide). The yield is 94.5%. As a reaction SMILES: C([O-])(=O)C.[NH4+].[C:6]([C:9]1[N:14]=[CH:13][C:12]([NH:15][C:16]2[N:21]=[C:20]([CH2:22][CH2:23][C:24]3[CH:29]=[CH:28][CH:27]=[CH:26][C:25]=3[CH2:30][C:31]([NH2:33])=[O:32])[C:19]([C:34]([F:37])([F:36])[F:35])=[CH:18][N:17]=2)=[CH:11][CH:10]=1)(=O)[CH3:7].C([BH3-])#[N:39].[Na+].[OH-].[K+]>CO.C1COCC1>[NH2:39][CH:6]([C:9]1[N:14]=[CH:13][C:12]([NH:15][C:16]2[N:21]=[C:20]([CH2:22][CH2:23][C:24]3[CH:29]=[CH:28][CH:27]=[CH:26][C:25]=3[CH2:30][C:31]([NH2:33])=[O:32])[C:19]([C:34]([F:37])([F:35])[F:36])=[CH:18][N:17]=2)=[CH:11][CH:10]=1)[CH3:7] |f:0.1,3.4,5.6|. Reported procedure: Ammonium acetate (0.250 g, 3.23 mmol) was added to a solution of 2-(2-(2-(2-((6-acetylpyridin-3-yl)amino)-5-(trifluoromethyl)pyrimidin-4-yl)ethyl)phenyl)acetamide (A143) (0.072 g, 0.162 mmol) in MeOH (4 mL) and THF (2 mL) and the mixture was stirred for 20 minutes under a nitrogen atmosphere. Sodium cyanoborohydride (7 mg, 0.1 mmol) was added and the mixture was stirred for 5 hours. Additional sodium cyanoborohydride (7 mg, 0.1 mmol) was added and the mixture was stirred for a total of 22 hours ... Starting materials: COC1=C(C=CC(=C1)CNCCCNCCCCNCCCNCC2=CC(=C(C=C2)O)OC)O.C(C)(C)(C)OC(=O)N1C(C2=C(CC1)N(C(=C2)C2=CC=NC=C2)C(O[SiH2]C(C)(C)C)(C)C)=O (DL-6 (tert-butyl-dimethyl-silanyloxymethyl)-4-oxo-2-pyridin-4-yl 1,4,6,7-tetrahydro-pyrrolo[3,2-c]pyridine-5-carboxylic acid tert-butyl ester), Cl (HCl). The solvent is O1CCOCC1 (dioxane). Product: COC1=C(C=CC(=C1)CNCCCNCCCCNCCCNCC2=CC(=C(C=C2)O)OC)O.Cl.OCN1C(=CC=2C(NCCC21)=O)C2=CC=NC=C2 (DL-6 hydroxymethyl-2-pyridin-4-yl-1,5,6,7-tetrahydro-pyrrolo[3,2-c]pyridin-4-one hydrochloride). RXN SMILES: [CH3:1][O:2][C:3]1[CH:8]=[C:7]([CH2:9][NH:10][CH2:11][CH2:12][CH2:13][NH:14][CH2:15][CH2:16][CH2:17][CH2:18][NH:19][CH2:20][CH2:21][CH2:22][NH:23][CH2:24][C:25]2[CH:30]=[CH:29][C:28]([OH:31])=[C:27]([O:32][CH3:33])[CH:26]=2)[CH:6]=[CH:5][C:4]=1[OH:34].C(OC([N:42]1[CH2:47][CH2:46][C:45]2[N:48]([C:57](C)(C)[O:58][SiH2]C(C)(C)C)[C:49]([C:51]3[CH:56]=[CH:55][N:54]=[CH:53][CH:52]=3)=[CH:50][C:44]=2[C:43]1=[O:66])=O)(C)(C)C.[ClH:67]>O1CCOCC1>[CH3:33][O:32][C:27]1[CH:26]=[C:25]([CH2:24][NH:23][CH2:22][CH2:21][CH2:20][NH:19][CH2:18][CH2:17][CH2:16][CH2:15][NH:14][CH2:13][CH2:12][CH2:11][NH:10][CH2:9][C:7]2[CH:6]=[CH:5][C:4]([OH:34])=[C:3]([O:2][CH3:1])[CH:8]=2)[CH:30]=[CH:29][C:28]=1[OH:31].[ClH:67].[OH:58][CH2:57][N:48]1[C:45]2[CH2:46][CH2:47][NH:42][C:43](=[O:66])[C:44]=2[CH:50]=[C:49]1[C:51]1[CH:52]=[CH:53][N:54]=[CH:55][CH:56]=1 |f:0.1,4.5.6|. Reported procedure: A solution of 50 mg of DL-6-(tert-butyl-dimethyl-silanyloxymethyl)-4-oxo-2-pyridin-4-yl 1,4,6,7-tetrahydro-pyrrolo[3,2-c]pyridine-5-carboxylic acid tert-butyl ester in 5 mL of 4M HCl in dioxane was stirred for 4 hours at room temperature. The solution was concentrated and the title compound recovered. Reactants: COCOC1CCN(CC1)C(=O)[C@H](CC1=CC=CC=C1)O (1(S)-(4-(Methoxymethoxyl)piperidin-1-yl-carbonyl)-2-phenylethanol), [H-].[Na+] (sodium hydride), CCCC[C@H](C(=O)O)Br (D-2-bromohexanoic acid), N#N (N2). Solvent: C1CCOC1 (THF), C1CCOC1 (THF), CC(=O)O (AcOH), CO (CH3OH), C1CCOC1 (THF). Reaction conditions: time 20 minute. Product: COCOC1CCN(CC1)C(=O)[C@H](CC1=CC=CC=C1)O[C@H](C(=O)O)CCCC (2(S)-(1(S)-(4-(Methoxymethoxy)piperidin-1-yl-carbonyl)-2-phenylethoxy)hexanoic acid). The yield is 43.0%. RXN SMILES: [CH3:1][O:2][CH2:3][O:4][CH:5]1[CH2:10][CH2:9][N:8]([C:11]([C@@H:13]([OH:21])[CH2:14][C:15]2[CH:20]=[CH:19][CH:18]=[CH:17][CH:16]=2)=[O:12])[CH2:7][CH2:6]1.[H-].[Na+].[CH3:24][CH2:25][CH2:26][CH2:27][C@@H:28](Br)[C:29]([OH:31])=[O:30].N#N>C1COCC1.CC(O)=O.CO>[CH3:1][O:2][CH2:3][O:4][CH:5]1[CH2:10][CH2:9][N:8]([C:11]([C@@H:13]([O:21][C@@H:28]([CH2:27][CH2:26][CH2:25][CH3:24])[C:29]([OH:31])=[O:30])[CH2:14][C:15]2[CH:16]=[CH:17][CH:18]=[CH:19][CH:20]=2)=[O:12])[CH2:7][CH2:6]1 |f:1.2|. Reported procedure: The resultant compound of Example 82(b) (1.45 g, 4.95 mmol), in 10 ml THF was added dropwise to the cooled suspension of sodium hydride (60% dispersion in oil, 0.5 g, 11.2 mmol) in 4 ml THF (0°-5° C.). The suspension was stirred for 20 mins at 0°-5° C. and then warmed up to room temperature and stirred for additional 1 h. Solution of D-2-bromohexanoic acid in 6 ml THF was added dropwise to the cooled suspension (0°-5° C.) at N2 atmosphere. It was then allowed to warm up to room temperature and s... The reactants are C=Cc1ccc([N+](=O)[O-])c(OCC)c1, CN1CCNCC1, CC(C)O. Product: CCOc1cc(CCN2CCN(C)CC2)ccc1[N+](=O)[O-]. Reaction SMILES: [CH2:1]([CH3:2])[O:3][c:4]1[c:5]([N+:12](=[O:13])[O-:14])[cH:6][cH:7][c:8]([CH:10]=[CH2:11])[cH:9]1.[CH3:15][N:16]1[CH2:17][CH2:18][NH:19][CH2:20][CH2:21]1.[CH:22]([OH:23])([CH3:24])[CH3:25]>>[CH2:1]([CH3:2])[O:3][c:4]1[c:5]([N+:12](=[O:13])[O-:14])[cH:6][cH:7][c:8]([CH2:10][CH2:11][N:19]2[CH2:18][CH2:17][N:16]([CH3:15])[CH2:21][CH2:20]2)[cH:9]1. Starting materials: Cl, CC(NC(=O)Cc1cc(F)cc(F)c1)C(=O)O, NC1c2ccccc2-c2ccccc2CC1O. The product is CC(NC(=O)Cc1cc(F)cc(F)c1)C(=O)NC1c2ccccc2-c2ccccc2CC1O. RXN SMILES: [ClH:18].[F:1][c:2]1[cH:3][c:4]([CH2:9][C:10](=[O:11])[NH:12][CH:13]([CH3:14])[C:15](=[O:16])[OH:17])[cH:5][c:6]([F:8])[cH:7]1.[NH2:19][CH:20]1[CH:21]([OH:35])[CH2:22][c:23]2[c:24]([cH:31][cH:32][cH:33][cH:34]2)-[c:25]2[c:26]1[cH:27][cH:28][cH:29][cH:30]2>>[F:1][c:2]1[cH:3][c:4]([CH2:9][C:10](=[O:11])[NH:12][CH:13]([CH3:14])[C:15](=[O:17])[NH:19][CH:20]2[CH:21]([OH:35])[CH2:22][c:23]3[c:24]([cH:31][cH:32][cH:33][cH:34]3)-[c:25]3[c:26]2[cH:27][cH:28][cH:29][cH:30]3)[cH:5][c:6]([F:8])[cH:7]1.